Dataset: the Open Reaction Database (ORD), a public repository of structured organic reaction records. Task: describe an organic reaction: reactants, conditions, products, and yield The reactants are ClC1=CC=C(S1)S(=O)(=O)Cl (5-chlorothiophene sulfonyl chloride), [H-].[Na+] (sodium hydride), CC(C(=O)ONC(=O)OC(C)(C)C)(C)C ([(tert-butoxy)carbonyl]amino 2,2-dimethylpropanoate). Product: CC(C(=O)ON(S(=O)(=O)C=1SC(=CC1)Cl)C(=O)OC(C)(C)C)(C)C (N-[(tert-butoxy)carbonyl]-5-chlorothiophene-2-sulfonamido 2,2-dimethylpropanoate). As a reaction SMILES: [Cl:1][C:2]1[S:6][C:5]([S:7](Cl)(=[O:9])=[O:8])=[CH:4][CH:3]=1.[H-].[Na+].[CH3:13][C:14]([CH3:27])([CH3:26])[C:15]([O:17][NH:18][C:19]([O:21][C:22]([CH3:25])([CH3:24])[CH3:23])=[O:20])=[O:16]>>[CH3:13][C:14]([CH3:27])([CH3:26])[C:15]([O:17][N:18]([C:19]([O:21][C:22]([CH3:25])([CH3:24])[CH3:23])=[O:20])[S:7]([C:5]1[S:6][C:2]([Cl:1])=[CH:3][CH:4]=1)(=[O:9])=[O:8])=[O:16] |f:1.2|. Procedure details: N-[(tert-Butoxy)carbonyl]-5-chlorothiophene-2-sulfonamido 2,2-dimethylpropanoate (74) is synthesised from 5-chlorothiophene sulfonyl chloride, sodium hydride and [(tert-butoxy)carbonyl]amino 2,2-dimethylpropanoate according to Scheme 2. (1.89 g, 100%), 1H NMR (500 MHz, CHLOROFORM-d) δ ppm 7.65 (1H, d, 4.1 Hz), 6.99 (1H, d, 4.1 Hz), 1.48 (9H, s), 1.35 (9H, s). The reactants are O=C([O-])[O-], COC(=O)c1cccc(C)c1OS(=O)(=O)C(F)(F)F, OB(O)c1ccc(C(F)(F)F)cc1, [K+], [K+], C1CCOC1, O. Product: COC(=O)c1cccc(C)c1-c1ccc(C(F)(F)F)cc1. RXN SMILES: [C:20](=[O:21])([O-:22])[O-:23].[F:1][C:2]([F:3])([F:4])[S:5]([O:6][c:7]1[c:8]([C:9](=[O:10])[O:11][CH3:12])[cH:13][cH:14][cH:15][c:16]1[CH3:17])(=[O:18])=[O:19].[F:31][C:32]([c:33]1[cH:34][cH:35][c:36]([B:39]([OH:40])[OH:41])[cH:37][cH:38]1)([F:42])[F:43].[K+:24].[K+:25].[O:26]1[CH2:27][CH2:28][CH2:29][CH2:30]1.[OH2:44]>>[c:7]1(-[c:36]2[cH:35][cH:34][c:33]([C:32]([F:31])([F:42])[F:43])[cH:38][cH:37]2)[c:8]([C:9](=[O:10])[O:11][CH3:12])[cH:13][cH:14][cH:15][c:16]1[CH3:17]. RXN SMILES: [Cl:1][C:2]1[CH:7]=[CH:6][CH:5]=[CH:4][C:3]=1[C:8]1[CH:13]=[C:12]([CH2:14][N:15]2[C:19](=[O:20])[N:18]([CH2:21][C@H:22]([OH:27])[C:23]([F:26])([F:25])[F:24])[C:17]([C:28]3[CH:33]=[CH:32][C:31]([Cl:34])=[CH:30][CH:29]=3)=[N:16]2)[CH:11]=[C:10]([C:35]([O:37]C)=[O:36])[CH:9]=1.[OH-].[Na+]>>[Cl:1][C:2]1[CH:7]=[CH:6][CH:5]=[CH:4][C:3]=1[C:8]1[CH:13]=[C:12]([CH2:14][N:15]2[C:19](=[O:20])[N:18]([CH2:21][C@H:22]([OH:27])[C:23]([F:26])([F:25])[F:24])[C:17]([C:28]3[CH:29]=[CH:30][C:31]([Cl:34])=[CH:32][CH:33]=3)=[N:16]2)[CH:11]=[C:10]([C:35]([OH:37])=[O:36])[CH:9]=1 |f:1.2|. Product: ClC1=C(C=CC=C1)C1=CC(=CC(=C1)CN1N=C(N(C1=O)C[C@@H](C(F)(F)F)O)C1=CC=C(C=C1)Cl)C(=O)O (2′-Chloro-5-({3-(4-chlorophenyl)-5-oxo-4-[(2S)-3,3,3-trifluoro-2-hydroxypropyl]-4,5-dihydro-1H-1,2,4-triazol-1-yl}methyl)biphenyl-3-carboxylic acid). Starting materials: ClC1=C(C=CC=C1)C1=CC(=CC(=C1)CN1N=C(N(C1=O)C[C@@H](C(F)(F)F)O)C1=CC=C(C=C1)Cl)C(=O)OC (Methyl 2′-chloro-5-({3-(4-chlorophenyl)-5-oxo-4-[(2S)-3,3,3-trifluoro-2-hydroxypropyl]-4,5-dihydro-1H-1,2,4-triazol-1-yl}methyl)biphenyl-3-carboxylate), [OH-].[Na+] (sodium hydroxide). Reported procedure: Analogously to the preparation of Example 141, 244 mg (0.43 mmol) of the compound from Example 146 were reacted with 2 N aqueous sodium hydroxide solution. This gave 242 mg (100% of theory) of the target compound. Product: FC1=C(C=C(C=C1)C(C)O)C=1C=NC(=NC1)N1C=C(C2=CC=C(C=C12)C(=O)OC)SC (Methyl 1-(5-(2-fluoro-5-(1-hydroxyethyl)phenyl)pyrimidin-2-yl)-3-(methylthio)-1H-indole-6-carboxylate). Starting materials: BrC=1C=NC(=NC1)N1C=C(C2=CC=C(C=C12)C(=O)OC)SC (methyl 1-(5-bromopyrimidin-2-yl)-3-(methylthio)-1H-indole-6-carboxylate), BrC=1C=C(C=CC1F)C(C)O (1-(3-bromo-4-fluorophenyl)ethanol). As a reaction SMILES: Br[C:2]1[CH:3]=[N:4][C:5]([N:8]2[C:16]3[C:11](=[CH:12][CH:13]=[C:14]([C:17]([O:19][CH3:20])=[O:18])[CH:15]=3)[C:10]([S:21][CH3:22])=[CH:9]2)=[N:6][CH:7]=1.Br[C:24]1[CH:25]=[C:26]([CH:31]([OH:33])[CH3:32])[CH:27]=[CH:28][C:29]=1[F:30]>>[F:30][C:29]1[CH:28]=[CH:27][C:26]([CH:31]([OH:33])[CH3:32])=[CH:25][C:24]=1[C:2]1[CH:3]=[N:4][C:5]([N:8]2[C:16]3[C:11](=[CH:12][CH:13]=[C:14]([C:17]([O:19][CH3:20])=[O:18])[CH:15]=3)[C:10]([S:21][CH3:22])=[CH:9]2)=[N:6][CH:7]=1. Reported procedure: Synthesized from methyl 1-(5-bromopyrimidin-2-yl)-3-(methylthio)-1H-indole-6-carboxylate (1.0 g, 2.65 mmol) and 1-(3-bromo-4-fluorophenyl)ethanol (0.87 g, 3.98 mmol) analogously to the experimental procedure 289a). Yellow solid. Yield: 1.0 g (89% of theory) The reactants are CCOC(C)=O, COc1cc2ncnc(Oc3ccc(N)cc3)c2cc1OC, COc1ccccc1N=C=O, CCCCCC, Cc1ccccc1. The product is COc1ccccc1NC(=O)Nc1ccc(Oc2ncnc3cc(OC)c(OC)cc23)cc1. As a reaction SMILES: [C:34]([O:35][CH2:36][CH3:37])(=[O:38])[CH3:39].[CH3:1][O:2][c:3]1[cH:4][c:5]2[c:6]([O:15][c:16]3[cH:17][cH:18][c:19]([NH2:22])[cH:20][cH:21]3)[n:7][cH:8][n:9][c:10]2[cH:11][c:12]1[O:13][CH3:14].[CH3:23][O:24][c:25]1[c:26]([N:31]=[C:32]=[O:33])[cH:27][cH:28][cH:29][cH:30]1.[CH3:40][CH2:41][CH2:42][CH2:43][CH2:44][CH3:45].[CH3:46][c:47]1[cH:48][cH:49][cH:50][cH:51][cH:52]1>>[CH3:1][O:2][c:3]1[cH:4][c:5]2[c:6]([O:15][c:16]3[cH:17][cH:18][c:19]([NH:22][C:32]([NH:31][c:26]4[c:25]([O:24][CH3:23])[cH:30][cH:29][cH:28][cH:27]4)=[O:33])[cH:20][cH:21]3)[n:7][cH:8][n:9][c:10]2[cH:11][c:12]1[O:13][CH3:14]. The reactants are II (I2), C(CCC)[Li] (n-butyl lithium), CCCCCC (hexane), C1(=CC=CC=C1)C=1N=NN(N1)C(C1=CC=CC=C1)(C1=CC=CC=C1)C1=CC=CC=C1 (5-Phenyl-2-triphenylmethyltetrazole). Solvent: C1CCOC1 (THF). Run at temperature -10 celsius, time 1 hour. The product is IC1=C(C=CC=C1)C=1N=NN(N1)C(C1=CC=CC=C1)(C1=CC=CC=C1)C1=CC=CC=C1 (5-(2-Iodophenyl)-2-triphenylmethyltetrazole). The yield is 44.9%. As a reaction SMILES: [C:1]1([C:7]2[N:8]=[N:9][N:10]([C:12]([C:25]3[CH:30]=[CH:29][CH:28]=[CH:27][CH:26]=3)([C:19]3[CH:24]=[CH:23][CH:22]=[CH:21][CH:20]=3)[C:13]3[CH:18]=[CH:17][CH:16]=[CH:15][CH:14]=3)[N:11]=2)[CH:6]=[CH:5][CH:4]=[CH:3][CH:2]=1.C([Li])CCC.CCCCCC.[I:42]I>C1COCC1>[I:42][C:2]1[CH:3]=[CH:4][CH:5]=[CH:6][C:1]=1[C:7]1[N:8]=[N:9][N:10]([C:12]([C:25]2[CH:26]=[CH:27][CH:28]=[CH:29][CH:30]=2)([C:13]2[CH:18]=[CH:17][CH:16]=[CH:15][CH:14]=2)[C:19]2[CH:20]=[CH:21][CH:22]=[CH:23][CH:24]=2)[N:11]=1. Procedure details: To a solution of 0.5 g (1.3 mmoles) of 18a in 10 mL dry THF cooled to -20° C. under a nitrogen atmosphere was added dropwise with stirring 0.55 mL of 2.5M n-butyl lithium in hexane (1.4 mmoles). When addition was complete, the reaction was allowed to warm to -10° C. over one hour, held there one hour, then cooled to -78° C. After stirring a few minutes, 0.4 g (1.57 mmole) of I2 was added all at once, and stirring continued. After 1 hour the reaction mixture was allowed to warm to ambient tempera... Product: CC(CO)Oc1cc(Oc2ccc(S(C)(=O)=O)cc2)cc(-c2ccc(C3=NCCS3)[nH]2)c1. RXN SMILES: [B:37]([Br:38])([Br:39])[Br:40].[CH3:1][O:2][CH2:3][CH:4]([O:5][c:6]1[cH:7][c:8](-[c:23]2[cH:24][cH:25][c:26]([C:28]3=[N:32][CH2:31][CH2:30][S:29]3)[nH:27]2)[cH:9][c:10]([O:12][c:13]2[cH:14][cH:15][c:16]([S:19](=[O:20])(=[O:21])[CH3:22])[cH:17][cH:18]2)[cH:11]1)[CH3:33].[Cl:34][CH2:35][Cl:36].[Cl:46][CH2:47][Cl:48].[Na+:41].[OH:42][C:43](=[O:44])[O-:45]>>[OH:2][CH2:3][CH:4]([O:5][c:6]1[cH:7][c:8](-[c:23]2[cH:24][cH:25][c:26]([C:28]3=[N:32][CH2:31][CH2:30][S:29]3)[nH:27]2)[cH:9][c:10]([O:12][c:13]2[cH:14][cH:15][c:16]([S:19](=[O:20])(=[O:21])[CH3:22])[cH:17][cH:18]2)[cH:11]1)[CH3:33]. Reactants: BrB(Br)Br, COCC(C)Oc1cc(Oc2ccc(S(C)(=O)=O)cc2)cc(-c2ccc(C3=NCCS3)[nH]2)c1, ClCCl, ClCCl, [Na+], O=C([O-])O. The reactants are FC(C1=CC=C(N)C=C1)(F)F (4-trifluoromethyl aniline), ClC(C(=O)N1CC2=CC=C(C=C2C1)S(=O)(=O)Cl)(Cl)Cl (2-(trichloroacetyl)-2,3-dihydro-1 H-isoindole-5-sulfonyl chloride). Solvent: C(C)(=O)OCC (ethyl acetate), N1=CC=CC=C1 (pyridine). Run at temperature 60 celsius, time 1.5 hour. Product: ClC(C(=O)N1CC2=CC=C(C=C2C1)S(=O)(=O)NC1=CC=C(C=C1)C(F)(F)F)(Cl)Cl (2-(Trichloroacetyl)-N-[4-(trifluoromethyl)phenyl]-2,3-dihydro-1 H-isoindole-5-sulfonamide). Yield: 70.7%. Reaction SMILES: [F:1][C:2]([F:11])([F:10])[C:3]1[CH:9]=[CH:8][C:6]([NH2:7])=[CH:5][CH:4]=1.[Cl:12][C:13]([Cl:30])([Cl:29])[C:14]([N:16]1[CH2:24][C:23]2[C:18](=[CH:19][CH:20]=[C:21]([S:25](Cl)(=[O:27])=[O:26])[CH:22]=2)[CH2:17]1)=[O:15]>N1C=CC=CC=1.C(OCC)(=O)C>[Cl:30][C:13]([Cl:12])([Cl:29])[C:14]([N:16]1[CH2:24][C:23]2[C:18](=[CH:19][CH:20]=[C:21]([S:25]([NH:7][C:6]3[CH:8]=[CH:9][C:3]([C:2]([F:10])([F:11])[F:1])=[CH:4][CH:5]=3)(=[O:27])=[O:26])[CH:22]=2)[CH2:17]1)=[O:15]. Reported procedure: To a solution of 4-trifluoromethyl aniline (213 μL, 1.70 mmol) in pyridine (270 μL) was added 2-(trichloroacetyl)-2,3-dihydro-1 H-isoindole-5-sulfonyl chloride (617 mg, 1.70 mmol) at room temperature, and the mixture was stirred at 60° C. for 1.5 hr. The reaction mixture was allowed to cool to room temperature and diluted with ethyl acetate. The mixture was washed with 1 mol/L hydrochloric acid, brine and water. The organic layer was dried over anhydrous sodium sulfate and then the desiccant was... RXN SMILES: C([O:3][C:4](=[O:23])[C@@H:5]([O:21][CH3:22])[CH2:6][C:7]1[CH:12]=[CH:11][C:10]([C:13]2[CH:18]=[CH:17][C:16]([CH2:19][OH:20])=[CH:15][CH:14]=2)=[CH:9][CH:8]=1)C.O[C:25]1[CH:38]=[CH:37][C:28]([C:29]([C:31]2[CH:36]=[CH:35][CH:34]=[CH:33][CH:32]=2)=[O:30])=[CH:27][CH:26]=1>C1COCC1>[C:29]([C:31]1[CH:36]=[CH:35][C:34]([O:20][CH2:19][C:16]2[CH:17]=[CH:18][C:13]([C:10]3[CH:9]=[CH:8][C:7]([CH2:6][C@H:5]([O:21][CH3:22])[C:4]([OH:3])=[O:23])=[CH:12][CH:11]=3)=[CH:14][CH:15]=2)=[CH:33][CH:32]=1)(=[O:30])[C:28]1[CH:37]=[CH:38][CH:25]=[CH:26][CH:27]=1. Reactants: C(C)OC([C@H](CC1=CC=C(C=C1)C1=CC=C(C=C1)CO)OC)=O ((2S)-3-(4′-Hydroxymethyl-biphenyl-4-yl)-2-methoxy-propionic acid ethyl ester), OC1=CC=C(C(=O)C2=CC=CC=C2)C=C1 (4-hydroxybenzophenone). Run in C1CCOC1 (THF). Procedure: (2S)-3-(4′-Hydroxymethyl-biphenyl-4-yl)-2-methoxy-propionic acid ethyl ester from Step A, was treated with 4-hydroxybenzophenone under the standard Mitsunobu coupling procedure B (THF). The product obtained after chromatography was hydrolyzed using the Standard Procedure C to get the title compound. 1H-NMR (CDCl3, 200.15 MHz): 7.86–7.73 (m, 4H), 7.63–7.43 (m, 9H), 7.34–7.29 (m, 2H), 7.05 (d, 2H, J=9.1), 5.18 (s, 2H), 4.06 (dd, 1H, J=7.3, 4.0), 3.42 (s, 3H), 3.20 (dd, 1H, J=14.5, 4.0), 3.06 (dd, ... Yields the product C(C1=CC=CC=C1)(=O)C1=CC=C(OCC2=CC=C(C=C2)C2=CC=C(C=C2)C[C@@H](C(=O)O)OC)C=C1 ((2S)-3-[4′-(4-Benzoyl-phenoxymethyl)-biphenyl-4-yl]-2-methoxy-propionic acid).